This data is from the Open Reaction Database (ORD), a public repository of structured organic reaction records. The task is: describe an organic reaction: reactants, conditions, products, and yield The reactants are bis(trimethylaluminum) 1,4-diazabicyclo[2.2.2]-octane, FC(CN)(F)F (2,2,2-trifluoro-ethylamine), NC1=NC(=NC(=N1)N(C1=CC=CC=C1)C)C1=NOC(=N1)C=1C=CC(=NC1)C(=O)OC (Methyl 5-(3-{4-amino-6-[methyl(phenyl)amino]-1,3,5-triazin-2-yl}-1,2,4-oxadiazol-5-yl)pyridine-2-carboxylate). The solvent is C1(=CC=CC=C1)C (toluene). Conditions: time 1 hour. Product: NC1=NC(=NC(=N1)N(C1=CC=CC=C1)C)C1=NOC(=N1)C=1C=CC(=NC1)C(=O)NCC(F)(F)F (5-(3-{4-Amino-6-[methyl(phenyl)amino]-1,3,5-triazin-2-yl}-1,2,4-oxadiazol-5-yl)-N-(2,2,2-trifluoroethyl)pyridine-2-carboxamide). Yield: 43.0%. As a reaction SMILES: [F:1][C:2]([F:6])([F:5])[CH2:3][NH2:4].[NH2:7][C:8]1[N:13]=[C:12]([N:14]([CH3:21])[C:15]2[CH:20]=[CH:19][CH:18]=[CH:17][CH:16]=2)[N:11]=[C:10]([C:22]2[N:26]=[C:25]([C:27]3[CH:28]=[CH:29][C:30]([C:33](OC)=[O:34])=[N:31][CH:32]=3)[O:24][N:23]=2)[N:9]=1>C1(C)C=CC=CC=1>[NH2:7][C:8]1[N:13]=[C:12]([N:14]([CH3:21])[C:15]2[CH:16]=[CH:17][CH:18]=[CH:19][CH:20]=2)[N:11]=[C:10]([C:22]2[N:26]=[C:25]([C:27]3[CH:28]=[CH:29][C:30]([C:33]([NH:4][CH2:3][C:2]([F:6])([F:5])[F:1])=[O:34])=[N:31][CH:32]=3)[O:24][N:23]=2)[N:9]=1. Reported procedure: To a suspension of 2,2,2-trifluoro-ethylamine (39 mg, 395 μmol) in anhydrous toluene (3 mL) was added bis(trimethylaluminum)-1,4-diazabicyclo[2.2.2]-octane (DABAL-Me3) (101 mg, 395 μmol). The resulting solution was stirred at 40 C for 1 h. Methyl 5-(3-{4-amino-6-[methyl(phenyl)amino]-1,3,5-triazin-2-yl}-1,2,4-oxadiazol-5-yl)pyridine-2-carboxylate (prepared in an analogous manner to Example 279, 80 mg, 197 μmol) was then added to the solution and the reaction mixture was stirred for a further 16 ... RXN SMILES: [C:22]([NH2:23])([O:24][C:25]([CH3:26])([CH3:27])[CH3:28])=[O:29].[CH:36]([Cl:37])([Cl:38])[Cl:39].[F:1][c:2]1[cH:3][cH:4][c:5]2[c:6](=[O:21])[n:7]3[c:8]([n:9][c:10]2[cH:11]1)[C:12](=[O:20])[c:13]1[cH:14][c:15]([F:19])[cH:16][cH:17][c:18]1-3.[LiH:30].[O:31]=[CH:32][N:33]([CH3:34])[CH3:35]>>[c:2]1([NH:23][C:22]([O:24][C:25]([CH3:26])([CH3:27])[CH3:28])=[O:29])[cH:3][cH:4][c:5]2[c:6](=[O:21])[n:7]3[c:8]([n:9][c:10]2[cH:11]1)[C:12](=[O:20])[c:13]1[cH:14][c:15]([F:19])[cH:16][cH:17][c:18]1-3. The product is CC(C)(C)OC(=O)Nc1ccc2c(=O)n3c(nc2c1)C(=O)c1cc(F)ccc1-3. Reactants: CC(C)(C)OC(N)=O, ClC(Cl)Cl, O=C1c2cc(F)ccc2-n2c1nc1cc(F)ccc1c2=O, [LiH], CN(C)C=O. Reactants: [H-].[Na+] (sodium hydride), C(C=C)C1C(CCC2=CC=C(C=C12)OC)=O (1-allyl-3,4-dihydro-7-methoxy-2(1H)naphthalenone), BrCC(=O)OCC (ethyl bromoacetate), O (Water). Run in CN(C=O)C (dimethylformamide), CN(C=O)C (dimethylformamide). Conditions: time 1 hour. The product is C(C)OC(CC1(C(CCC2=CC=C(C=C12)OC)=O)CC=C)=O (Ethyl-1-allyl-7-methoxy-2-oxo-1,2,3,4-tetrahydro-1-naphthaleneacetate). RXN SMILES: [H-].[Na+].[CH2:3]([CH:6]1[C:15]2[C:10](=[CH:11][CH:12]=[C:13]([O:16][CH3:17])[CH:14]=2)[CH2:9][CH2:8][C:7]1=[O:18])[CH:4]=[CH2:5].Br[CH2:20][C:21]([O:23][CH2:24][CH3:25])=[O:22].O>CN(C)C=O>[CH2:24]([O:23][C:21](=[O:22])[CH2:20][C:6]1([CH2:3][CH:4]=[CH2:5])[C:15]2[C:10](=[CH:11][CH:12]=[C:13]([O:16][CH3:17])[CH:14]=2)[CH2:9][CH2:8][C:7]1=[O:18])[CH3:25] |f:0.1|. Reported procedure: Into a flame-dry 500 ml 3-neck flask provided with mechanical stirrer, dropping funnel and a nitrogen inlet tube was placed 4.21 g sodium hydride (55% dispersion in oil, 100 mmol) with the apparatus placed under nitrogen. The oil was washed out with benzene (3×30 ml), 40 ml dry dimethylformamide was added and the suspension was stirred and cooled in an ice-bath. A solution of 21.6 g (100 mmol) 1-allyl-3,4-dihydro-7-methoxy-2(1H)naphthalenone (VIIIa) in 10 ml dimethylformamide was added dropwise ... Run in C(Cl)Cl (DCM), O (water). Starting materials: N1C(=NC2=C1C=CC=C2)C(=O)C2=CC=C(C=C2)OC2=NC=CN=C2C=2CCOCC2 ((1H-benzo[d]imidazol-2-yl)(4-(3-(3,6-dihydro-2H-pyran-4-yl)pyrazin-2-yloxy)phenyl)methanone), C(=O)[O-].[NH4+] (ammonium formate), C1CCOC1 (THF), CO (MeOH). Yields the product N1C(=NC2=C1C=CC=C2)C(O)C2=CC=C(C=C2)OC2=NC=CN=C2C2CCOCC2 ((1H-benzo[d]imidazol-2-yl)(4-(3-(tetrahydro-2H-pyran-4-yl)pyrazin-2-yloxy)phenyl)methanol). Reaction conditions: temperature 75 celsius, time 5 hour. Procedure details: A 1 L heavy wall vessel equipped with a magnetic stir bar flask was charged with (1H-benzo[d]imidazol-2-yl)(4-(3-(3,6-dihydro-2H-pyran-4-yl)pyrazin-2-yloxy)phenyl)methanone (1.00 g, 2.26 mmol), ammonium formate (3.16 g, 50 mmol), THF (125 mL) and MeOH (125 mL). Nitrogen was bubbled into the mixture for 15 mins. The mixture was kept under nitrogen and treated with Pd/C (0.267 g, 0.251 mmol). The vessel was capped and the reaction was stirred at 75° C. After 5 hours, the reaction was cooled down t... Reagents/catalysts: [Pd] (Pd/C). Reaction SMILES: [NH:1]1[C:5]2[CH:6]=[CH:7][CH:8]=[CH:9][C:4]=2[N:3]=[C:2]1[C:10]([C:12]1[CH:17]=[CH:16][C:15]([O:18][C:19]2[C:24]([C:25]3[CH2:26][CH2:27][O:28][CH2:29][CH:30]=3)=[N:23][CH:22]=[CH:21][N:20]=2)=[CH:14][CH:13]=1)=[O:11].C([O-])=O.[NH4+].C1COCC1.CO>[Pd].O.C(Cl)Cl>[NH:1]1[C:5]2[CH:6]=[CH:7][CH:8]=[CH:9][C:4]=2[N:3]=[C:2]1[CH:10]([C:12]1[CH:17]=[CH:16][C:15]([O:18][C:19]2[C:24]([CH:25]3[CH2:26][CH2:27][O:28][CH2:29][CH2:30]3)=[N:23][CH:22]=[CH:21][N:20]=2)=[CH:14][CH:13]=1)[OH:11] |f:1.2|. The reactants are CCN=C=NCCCN(C)C, Cc1ccc(C(=O)O)c2ccccc12, CN(C)C=O, Cl, Cl, Cl, NC(Cc1ccc(C(F)(F)F)cc1)C(=O)c1ccc(F)cc1, O, On1nnc2ccccc21. Yields the product Cc1ccc(C(=O)NC(Cc2ccc(C(F)(F)F)cc2)C(=O)c2ccc(F)cc2)c2ccccc12. As a reaction SMILES: [CH2:39]([N:40]=[C:41]=[N:42][CH2:43][CH2:44][CH2:45][N:46]([CH3:47])[CH3:48])[CH3:49].[CH3:24][c:25]1[cH:26][cH:27][c:28]([C:35](=[O:36])[OH:37])[c:29]2[cH:30][cH:31][cH:32][cH:33][c:34]12.[CH3:61][N:62]([CH3:63])[CH:64]=[O:65].[ClH:1].[ClH:38].[ClH:60].[F:2][c:3]1[cH:4][cH:5][c:6]([C:9]([CH:10]([CH2:11][c:12]2[cH:13][cH:14][c:15]([C:18]([F:19])([F:20])[F:21])[cH:16][cH:17]2)[NH2:22])=[O:23])[cH:7][cH:8]1.[OH2:66].[OH:50][n:51]1[c:52]2[cH:53][cH:54][cH:55][cH:56][c:57]2[n:58][n:59]1>>[F:2][c:3]1[cH:4][cH:5][c:6]([C:9]([CH:10]([CH2:11][c:12]2[cH:13][cH:14][c:15]([C:18]([F:19])([F:20])[F:21])[cH:16][cH:17]2)[NH:22][C:35]([c:28]2[cH:27][cH:26][c:25]([CH3:24])[c:34]3[c:29]2[cH:30][cH:31][cH:32][cH:33]3)=[O:36])=[O:23])[cH:7][cH:8]1. The reactants are CC=1C=CC=C(C1C(=O)OC)N (methyl 6-methylanthranilate), cupric chloride dihydrate, S(=O)=O (sulfur dioxide), N(=O)[O-].[Na+] (sodium nitrite), Cl (hydrochloric acid), ice water. Run in C(C)(=O)O (acetic acid), O (water), O (water), C(C)(=O)O (acetic acid). Conditions: temperature 0 celsius. Product: ClS(=O)(=O)C1=C(C(=O)OC)C(=CC=C1)C (methyl 2-chlorosulfonyl-6-methylbenzoate). As a reaction SMILES: [CH3:1][C:2]1[CH:3]=[CH:4][CH:5]=[C:6](N)[C:7]=1[C:8]([O:10][CH3:11])=[O:9].[ClH:13].N([O-])=O.[Na+].[S:18](=[O:20])=[O:19]>C(O)(=O)C.O>[Cl:13][S:18]([C:6]1[CH:5]=[CH:4][CH:3]=[C:2]([CH3:1])[C:7]=1[C:8]([O:10][CH3:11])=[O:9])(=[O:20])=[O:19] |f:2.3|. Reported procedure: The methyl 6-methylanthranilate so prepared (4.23 g, 0.026 mol) was dissolved in 25 ml of acetic acid and the solution cooled to 0° C. Concentrated hydrochloric acid (45 ml) was added to produce a tan slurry. A solution of 1.89 g (0.027 mol) of sodium nitrite in 8 ml water was added dropwise with stirring, the resulting orange solution was stirred at 0° C. for 1 hour and then added in 6 portions to a mixture of 2.18 g (0.013 mol) of cupric chloride dihydrate and sulfur dioxide (6.3 g) in 33 ml o...